This data is from the Open Reaction Database (ORD), a public repository of structured organic reaction records. The task is: describe an organic reaction: reactants, conditions, products, and yield The reactants are CS(=O)(=O)NC(C1=C(C=CC(=C1)OC1=C(C=CC(=C1)C(F)(F)F)Cl)[N+](=O)[O-])=O (N-methanesulphonyl 5-(2-chloro-5-trifluoromethylphenoxy)-2-nitro benzamide), ClC1=C(OC=2C=C(C(=O)O)C=CC2)C=C(C=C1)C(F)(F)F (3(2-chloro-5-trifluoromethylphenoxy)benzoic acid), S(=O)(Cl)Cl (thionyl chloride), CS(=O)(=O)N (methanesulphonamide). Run in C(C)(=O)OCCCC (butyl acetate), N1=CC=CC=C1 (pyridine). Product: CS(=O)(=O)NC(C1=CC(=CC=C1)OC1=C(C=CC(=C1)C(F)(F)F)Cl)=O (N-methane-sulphonyl-3-(2-chloro-5-trifluoromethylphenoxy)benzamide). Reaction SMILES: ClC1C=CC(C(F)(F)F)=CC=1OC1C=C(C=CC=1)C(O)=O.S(Cl)(Cl)=O.CS(N)(=O)=O.[CH3:31][S:32]([NH:35][C:36](=[O:58])[C:37]1[CH:42]=[C:41]([O:43][C:44]2[CH:49]=[C:48]([C:50]([F:53])([F:52])[F:51])[CH:47]=[CH:46][C:45]=2[Cl:54])[CH:40]=[CH:39][C:38]=1[N+]([O-])=O)(=[O:34])=[O:33]>C(OCCCC)(=O)C.N1C=CC=CC=1>[CH3:31][S:32]([NH:35][C:36](=[O:58])[C:37]1[CH:38]=[CH:39][CH:40]=[C:41]([O:43][C:44]2[CH:49]=[C:48]([C:50]([F:53])([F:52])[F:51])[CH:47]=[CH:46][C:45]=2[Cl:54])[CH:42]=1)(=[O:33])=[O:34]. Reported procedure: The acid from (b) (0.8 g) was treated with thionyl chloride followed by methanesulphonamide and pyridine as described in paragraph (d) above for compound 32. The product was recrystallised from a mixture of ether and petroleum (b.p. 40°-60°) to give compound 31 with a melting point of 132°-133°. The reactants are S1C(=CC=C1)C1=NNC=C1C(=O)OCC (ethyl 3-(2-thienyl)-1H-pyrazole-4-carboxylate), ClCC1=CC=C(OCC=2N=C(SC2)C2=CC=CC=C2)C=C1 (4-(4-chloromethylphenoxy)methyl-2-phenylthiazole), C([O-])([O-])=O.[K+].[K+] (potassium carbonate), CN(C=O)C (N,N-dimethylformamide). The solvent is O (water). Conditions: temperature 80 celsius, time 8 hour. The product is C1(=CC=CC=C1)C=1SC=C(N1)COC1=CC=C(CN2N=C(C(=C2)C(=O)OCC)C=2SC=CC2)C=C1 (ethyl 1-[4-(2-phenyl-4-thiazolylmethoxy)benzyl]-3-(2-thienyl)-1H-pyrazole-4-carboxylate). The yield is 86.5%. As a reaction SMILES: [S:1]1[CH:5]=[CH:4][CH:3]=[C:2]1[C:6]1[C:10]([C:11]([O:13][CH2:14][CH3:15])=[O:12])=[CH:9][NH:8][N:7]=1.Cl[CH2:17][C:18]1[CH:36]=[CH:35][C:21]([O:22][CH2:23][C:24]2[N:25]=[C:26]([C:29]3[CH:34]=[CH:33][CH:32]=[CH:31][CH:30]=3)[S:27][CH:28]=2)=[CH:20][CH:19]=1.C(=O)([O-])[O-].[K+].[K+].CN(C)C=O>O>[C:29]1([C:26]2[S:27][CH:28]=[C:24]([CH2:23][O:22][C:21]3[CH:20]=[CH:19][C:18]([CH2:17][N:8]4[CH:9]=[C:10]([C:11]([O:13][CH2:14][CH3:15])=[O:12])[C:6]([C:2]5[S:1][CH:5]=[CH:4][CH:3]=5)=[N:7]4)=[CH:36][CH:35]=3)[N:25]=2)[CH:30]=[CH:31][CH:32]=[CH:33][CH:34]=1 |f:2.3.4|. Reported procedure: A mixture of ethyl 3-(2-thienyl)-1H-pyrazole-4-carboxylate (5.60 g), 4-(4-chloromethylphenoxy)methyl-2-phenylthiazole (7.96 g), potassium carbonate (6.98 g), and N,N-dimethylformamide (75 ml) was stirred at 80° C. for 8 hours. The reaction mixture was poured into water, and extracted with ethyl acetate. The ethyl acetate layer was washed with saturated aqueous sodium chloride solution, dried (MgSO4), and concentrated. The residue was subjected to silica gel column chromatography to obtain ethyl ... The reactants are O=C([O-])[O-], CC(C)(C)n1nc(C(F)(F)F)cc1O, CN(C)C=O, CI, [K+], [K+], O. Yields the product COc1cc(C(F)(F)F)nn1C(C)(C)C. RXN SMILES: [C:1]([O-:2])([O-:3])=[O:4].[C:9]([CH3:10])([CH3:11])([CH3:12])[n:13]1[n:14][c:15]([C:19]([F:20])([F:21])[F:22])[cH:16][c:17]1[OH:18].[CH3:24][N:25]([CH3:26])[CH:27]=[O:28].[CH3:7][I:8].[K+:5].[K+:6].[OH2:23]>>[CH3:1][O:4][c:17]1[n:13]([C:9]([CH3:10])([CH3:11])[CH3:12])[n:14][c:15]([C:19]([F:20])([F:21])[F:22])[cH:16]1. The reactants are C12CN(CC(CNC1)C2)C(=O)OC(C)C (iso-Propyl 3,7-diazabicyclo[3.3.1]nonane-3-carboxylate), CS(=O)(=O)OCCC1=CC=C(C=C1)C#N (4-Cyanophenethyl methanesulfonate), C(=O)([O-])[O-].[K+].[K+] (K2CO3), N#N (N2). Run in CC#N (MeCN). Conditions: time 10 hour. The product is C(#N)C1=CC=C(CCN2CC3CN(CC(C2)C3)C(=O)OC(C)C)C=C1 (iso-Propyl 7-(4-cyanophenethyl)-3,7-diazabicyclo[3.3.1]nonane-3-carboxylate). Isolated yield 88.0%. RXN SMILES: [CH:1]12[CH2:9][CH:5]([CH2:6][NH:7][CH2:8]1)[CH2:4][N:3]([C:10]([O:12][CH:13]([CH3:15])[CH3:14])=[O:11])[CH2:2]2.CS(O[CH2:21][CH2:22][C:23]1[CH:28]=[CH:27][C:26]([C:29]#[N:30])=[CH:25][CH:24]=1)(=O)=O.C([O-])([O-])=O.[K+].[K+].N#N>CC#N>[C:29]([C:26]1[CH:27]=[CH:28][C:23]([CH2:22][CH2:21][N:7]2[CH2:8][CH:1]3[CH2:9][CH:5]([CH2:4][N:3]([C:10]([O:12][CH:13]([CH3:15])[CH3:14])=[O:11])[CH2:2]3)[CH2:6]2)=[CH:24][CH:25]=1)#[N:30] |f:2.3.4|. Procedure: iso-Propyl 3,7-diazabicyclo[3.3.1]nonane-3-carboxylate (1.06 g; 5 mmol; see Example H above) was added to a stirred suspension of 4-cyanophenethyl methanesulfonate (1.13 g; 5 mmol; from step (a) above) and K2CO3 (0.96 g; 7 mmol) in MeCN (5 mL) under an inert atmosphere (N2), and the reaction mixture was stirred for 10 h. The solvent was evaporated and the residue partitioned between DCM and NaHCO3 (aq.). The organic layer was separated, dried and concentrated. Purification using column chromatog...